This data is from the Open Reaction Database (ORD), a public repository of structured organic reaction records. The task is: describe an organic reaction: reactants, conditions, products, and yield Product: c1ccc(C2OCC(OCc3ccccn3)CO2)cc1. RXN SMILES: [Cl:16][CH2:17][c:18]1[n:19][cH:20][cH:21][cH:22][cH:23]1.[H-:14].[Na+:15].[OH:1][CH:2]1[CH2:3][O:4][CH:5]([c:8]2[cH:9][cH:10][cH:11][cH:12][cH:13]2)[O:6][CH2:7]1.[cH:24]1[cH:25][cH:26][cH:27][cH:28][cH:29]1>>[O:1]([CH:2]1[CH2:3][O:4][CH:5]([c:8]2[cH:9][cH:10][cH:11][cH:12][cH:13]2)[O:6][CH2:7]1)[CH2:17][c:18]1[n:19][cH:20][cH:21][cH:22][cH:23]1. Reactants: ClCc1ccccn1, [H-], [Na+], OC1COC(c2ccccc2)OC1, c1ccccc1. The reactants are N#Cc1ccc(F)cc1Br, CCC(O)c1sc(-c2ccc(C(F)(F)F)cc2)nc1C, CN(C)C=O, [H-], [Na+], O. The product is CCC(Oc1ccc(C#N)c(Br)c1)c1sc(-c2ccc(C(F)(F)F)cc2)nc1C. RXN SMILES: [Br:23][c:24]1[c:25]([C:26]#[N:27])[cH:28][cH:29][c:30]([F:32])[cH:31]1.[CH3:1][c:2]1[n:3][c:4](-[c:11]2[cH:12][cH:13][c:14]([C:17]([F:18])([F:19])[F:20])[cH:15][cH:16]2)[s:5][c:6]1[CH:7]([CH2:8][CH3:9])[OH:10].[CH3:34][N:35]([CH3:36])[CH:37]=[O:38].[H-:21].[Na+:22].[OH2:33]>>[CH3:1][c:2]1[n:3][c:4](-[c:11]2[cH:12][cH:13][c:14]([C:17]([F:18])([F:19])[F:20])[cH:15][cH:16]2)[s:5][c:6]1[CH:7]([CH2:8][CH3:9])[O:10][c:30]1[cH:29][cH:28][c:25]([C:26]#[N:27])[c:24]([Br:23])[cH:31]1.